Task: describe an organic reaction: reactants, conditions, products, and yield. Dataset: the Open Reaction Database (ORD), a public repository of structured organic reaction records Starting materials: C(C)(C)(C)OC(=O)N[C@H](C(=O)OC)CC1=CC=C(C=C1)[N+](=O)[O-] (Methyl (2S)-2-[(tert-butoxycarbonyl)amino]-3-(4-nitrophenyl)propanoate), [Cl-].[NH4+] (ammonium chloride). Reagents/catalysts: [Zn] (zinc). The solvent is CO (methanol), O (water). The product is NC1=CC=C(C=C1)C[C@@H](C(=O)OC)NC(=O)OC(C)(C)C (Methyl (2S)-3-(4-aminophenyl)-2-[(tert-butoxycarbonyl)amino]propanoate). RXN SMILES: [C:1]([O:5][C:6]([NH:8][C@@H:9]([CH2:14][C:15]1[CH:20]=[CH:19][C:18]([N+:21]([O-])=O)=[CH:17][CH:16]=1)[C:10]([O:12][CH3:13])=[O:11])=[O:7])([CH3:4])([CH3:3])[CH3:2].[Cl-].[NH4+]>CO.O.[Zn]>[NH2:21][C:18]1[CH:17]=[CH:16][C:15]([CH2:14][C@H:9]([NH:8][C:6]([O:5][C:1]([CH3:4])([CH3:3])[CH3:2])=[O:7])[C:10]([O:12][CH3:13])=[O:11])=[CH:20][CH:19]=1 |f:1.2|. Reported procedure: Methyl (2S)-2-[(tert-butoxycarbonyl)amino]-3-(4-nitrophenyl)propanoate (44.0 g, 136 mmol) in methanol (750 mL) and water (75 mL) was treated with ammonium chloride (10.9 g, 203 mmol) and then zinc (71 g, 1.1 mol). The solution was stirred at reflux for 1 h. The solution was filtered through celite, the residue concentrated under vacuum to remove methanol, the water solution extracted with ethyl acetate (500 mL) and dried over sodium sulfate. The product was a yellow foam (38.2 g, 96%). 1H NMR (4... The reactants are Cc1cn(-c2ccc(Br)cc2C#N)cn1, Nc1ccn(Cc2ccc(Cl)cc2Cl)n1. The product is Cc1cn(-c2ccc(Nc3ccn(Cc4ccc(Cl)cc4Cl)n3)cc2C#N)cn1. Reaction SMILES: [Br:1][c:2]1[cH:3][cH:4][c:5](-[n:10]2[cH:11][n:12][c:13]([CH3:15])[cH:14]2)[c:6]([C:7]#[N:8])[cH:9]1.[Cl:16][c:17]1[c:18]([CH2:19][n:20]2[n:21][c:22]([NH2:25])[cH:23][cH:24]2)[cH:26][cH:27][c:28]([Cl:30])[cH:29]1>>[c:2]1([NH:25][c:22]2[n:21][n:20]([CH2:19][c:18]3[c:17]([Cl:16])[cH:29][c:28]([Cl:30])[cH:27][cH:26]3)[cH:24][cH:23]2)[cH:3][cH:4][c:5](-[n:10]2[cH:11][n:12][c:13]([CH3:15])[cH:14]2)[c:6]([C:7]#[N:8])[cH:9]1.